Dataset: the Open Reaction Database (ORD), a public repository of structured organic reaction records. Task: describe an organic reaction: reactants, conditions, products, and yield Reactants: IC=1C=C(C(=O)OC)C=CC1O (methyl 3-iodo-4-hydroxybenzoate), C1(=CC=CC=C1)C#C (phenylacetylene), CN(C(N(C)C)=N)C (tetramethylguanidine), bis(triphenylphosphine)palladium (II)chloride, CN(C)C=O (DMF). Reagents/catalysts: [Cu]I (copper(I)iodide). The solvent is O (water). Reaction conditions: time 8 hour. The product is COC(=O)C=1C=CC2=C(C=C(O2)C2=CC=CC=C2)C1 (2-Phenyl-benzofuran-5-carboxylic acid methyl ester). Isolated yield 99.1%. RXN SMILES: I[C:2]1[CH:3]=[C:4]([CH:9]=[CH:10][C:11]=1[OH:12])[C:5]([O:7][CH3:8])=[O:6].[C:13]1([C:19]#[CH:20])[CH:18]=[CH:17][CH:16]=[CH:15][CH:14]=1.CN(C)C(=N)N(C)C.CN(C=O)C>[Cu]I.O>[CH3:8][O:7][C:5]([C:4]1[CH:9]=[CH:10][C:11]2[O:12][C:19]([C:13]3[CH:18]=[CH:17][CH:16]=[CH:15][CH:14]=3)=[CH:20][C:2]=2[CH:3]=1)=[O:6]. Procedure: A mixture of methyl 3-iodo-4-hydroxybenzoate 26 (1 g, 3.6 mmol), phenylacetylene (2 ml, 18 mmol), tetramethylguanidine (4.5 ml, 36 mmol), copper(I)iodide (34 mg, 1.8 mmol), bis(triphenylphosphine)palladium (II)chloride (130 mg, 1.8 mmol) and DMF (20 ml) was stirred at room temperature overnight. The reaction mixture was poured into water, extracted, washed and dried. After evaporation of the solvent, the residue was purified by chromatography to give about 0.9 g of 2-phenyl-benzofuran-5-carboxyl... Starting materials: FC(C(=O)O)(F)F (Trifluoroacetic acid), C1(CC1)C1=CC=C(C2=CC=CC=C12)N1C(=NN=C1C1=CC=CC=C1)SC(C(=O)OC(C)(C)C)(C)C (tert-butyl 2-(4-(4-cyclopropylnaphthalen-1-yl)-5-phenyl-4H-1,2,4-triazol-3-ylthio)-2-methylpropanoate). The solvent is ClCCl (dichloromethane). Run at time 20 hour. Product: C1(CC1)C1=CC=C(C2=CC=CC=C12)N1C(=NN=C1C1=CC=CC=C1)SC(C(=O)O)(C)C (2-(4-(4-cyclopropylnaphthalen-1-yl)-5-phenyl-4H-1,2,4-triazol-3-ylthio)-2-methylpropanoic acid). RXN SMILES: FC(F)(F)C(O)=O.[CH:8]1([C:11]2[C:20]3[C:15](=[CH:16][CH:17]=[CH:18][CH:19]=3)[C:14]([N:21]3[C:25]([C:26]4[CH:31]=[CH:30][CH:29]=[CH:28][CH:27]=4)=[N:24][N:23]=[C:22]3[S:32][C:33]([CH3:42])([CH3:41])[C:34]([O:36]C(C)(C)C)=[O:35])=[CH:13][CH:12]=2)[CH2:10][CH2:9]1>ClCCl>[CH:8]1([C:11]2[C:20]3[C:15](=[CH:16][CH:17]=[CH:18][CH:19]=3)[C:14]([N:21]3[C:25]([C:26]4[CH:27]=[CH:28][CH:29]=[CH:30][CH:31]=4)=[N:24][N:23]=[C:22]3[S:32][C:33]([CH3:42])([CH3:41])[C:34]([OH:36])=[O:35])=[CH:13][CH:12]=2)[CH2:9][CH2:10]1. Procedure details: Trifluoroacetic acid (0.5 mL) was added to a solution of tert-butyl 2-(4-(4-cyclopropylnaphthalen-1-yl)-5-phenyl-4H-1,2,4-triazol-3-ylthio)-2-methylpropanoate (25 mg, 0.051 mmol) in dichloromethane (2 mL) and the mixture stirred at room temperature for 20 hours. The mixture was then concentrated, dissolved in ethyl acetate (5 mL) and washed with water (2×5 mL). The combined aqueous layers were washed with ethyl acetate (5 mL) and the combined organic extracts were dried over sodium sulfate, filt... As a reaction SMILES: [Mg].[C:2]([O:10][CH2:11][CH3:12])(=[O:9])[CH2:3][C:4]([O:6][CH2:7][CH3:8])=[O:5].[F:13][C:14]1[C:22]([F:23])=[C:21]([F:24])[C:20]([F:25])=[CH:19][C:15]=1[C:16](Cl)=[O:17].S(=O)(=O)(O)O>C(O)C.C1(C)C=CC=CC=1.C(Cl)(Cl)(Cl)Cl>[F:13][C:14]1[C:22]([F:23])=[C:21]([F:24])[C:20]([F:25])=[CH:19][C:15]=1[C:16]([CH:3]([C:4]([O:6][CH2:7][CH3:8])=[O:5])[C:2]([O:10][CH2:11][CH3:12])=[O:9])=[O:17]. Yields the product FC1=C(C(=O)C(C(=O)OCC)C(=O)OCC)C=C(C(=C1F)F)F (diethyl 2,3,4,5-tetra-fluorobenzoylmalonate). Procedure details: 24.g of magnesium turnings are suspended in 50 ml of anhydrous ethanol. 5 ml of carbon tetrachloride are added, and, when the reaction has started, a mixture of 160 g of diethyl malonate, 100 ml of absolute ethanol and 400 ml of anhydrous toluene is added dropwise at 50°-60° C. Thereafter, the mixture is heated to 50°-60° C. for a further hour, and cooled to -5° C. to -10° C. with dry ice acetone, and a solution of 212.5 g of 2,3,4,5-tetrafluorobenzoyl chloride (1) in 80 ml of absolute toluene i... Run in C1(=CC=CC=C1)C (toluene), C(C)O (ethanol), C1(=CC=CC=C1)C (toluene), C(Cl)(Cl)(Cl)Cl (carbon tetrachloride), C(C)O (ethanol). Isolated yield 99.7%. Run at time 1 hour. The reactants are 24.g, C(CC(=O)OCC)(=O)OCC (diethyl malonate), FC1=C(C(=O)Cl)C=C(C(=C1F)F)F (2,3,4,5-tetrafluorobenzoyl chloride), dry ice acetone, ice water, S(O)(O)(=O)=O (sulphuric acid), [Mg] (magnesium). Reactants: OC(CN(CCCN)CC(CO)O)CO (N,N-di-(2,3-dihydroxypropyl)trimethylenediamine), OC(CN(CCCN(CCCN)CC(CO)O)CC(CO)O)CO (1,1,5-tri-(2,3-dihydroxypropyl)-1,5,9-triazanonane), N-[1,5-di-(2-norbornyl)-3-pentyl]-N'-di-(2,3-dihydroxypropyl)trimethylenediamine, C12C(CC(CC1)C2)CCC(CCC2C1CCC(C2)C1)NCCCN(CCCN(CC(CO)O)CC(CO)O)CC(CO)O (1-[1,5-di-(2-norbornyl)-3-pentyl]-5-(2,3-dihydroxypropyl)-9,9-di-(2,3-dihydroxypropyl)-1,5,9-triazanonane). Yields the product C12C(CC(CC1)C2)CCC(CCC2C1CCC(C2)C1)NCCCN(CCCN)CC(CO)O (1-[1,5-Di-(2-norbornyl)-3-pentyl]-5-(2,3-dihydroxypropyl)-1,5,9-triazanonane). RXN SMILES: OC(CO)CN(CC(O)CO)CCCN.OC(CO)CN(CC(O)CO)CCCN(CC(O)CO)CCCN.[CH:40]12[CH2:46][CH:43]([CH2:44][CH2:45]1)[CH2:42][CH:41]2[CH2:47][CH2:48][CH:49]([NH:59][CH2:60][CH2:61][CH2:62][N:63]([CH2:78][CH:79]([OH:82])[CH2:80][OH:81])[CH2:64][CH2:65][CH2:66][N:67](CC(O)CO)CC(O)CO)[CH2:50][CH2:51][CH:52]1[CH2:57][CH:56]2[CH2:58][CH:53]1[CH2:54][CH2:55]2>>[CH:40]12[CH2:46][CH:43]([CH2:44][CH2:45]1)[CH2:42][CH:41]2[CH2:47][CH2:48][CH:49]([NH:59][CH2:60][CH2:61][CH2:62][N:63]([CH2:78][CH:79]([OH:82])[CH2:80][OH:81])[CH2:64][CH2:65][CH2:66][NH2:67])[CH2:50][CH2:51][CH:52]1[CH2:57][CH:56]2[CH2:58][CH:53]1[CH2:54][CH2:55]2. Procedure: In a like manner and using analogous quantities, but employing N,N-di-(2,3-dihydroxypropyl)trimethylenediamine and 1,1,5-tri-(2,3-dihydroxypropyl)-1,5,9-triazanonane instead of 3,3'-(2,3-dihydroxypropylimino)bispropylamine there are prepared respectively N-[1,5-di-(2-norbornyl)-3-pentyl]-N'-di-(2,3-dihydroxypropyl)trimethylenediamine, and 1-[1,5-di-(2-norbornyl)-3-pentyl]-5-(2,3-dihydroxypropyl)-9,9-di-(2,3-dihydroxypropyl)-1,5,9-triazanonane. Starting materials: CCOC(=O)C1(NC(=O)c2ccc(OC(F)F)cc2C)Cc2ccccc2C1, CCO, [K+], [OH-], O. The product is Cc1cc(OC(F)F)ccc1C(=O)NC1(C(=O)O)Cc2ccccc2C1. As a reaction SMILES: [CH2:1]([CH3:2])[O:3][C:4](=[O:5])[C:6]1([NH:15][C:16]([c:17]2[c:18]([CH3:27])[cH:19][c:20]([O:23][CH:24]([F:25])[F:26])[cH:21][cH:22]2)=[O:28])[CH2:7][c:8]2[cH:9][cH:10][cH:11][cH:12][c:13]2[CH2:14]1.[CH3:31][CH2:32][OH:33].[K+:30].[OH-:29].[OH2:34]>>[O:3]=[C:4]([OH:5])[C:6]1([NH:15][C:16]([c:17]2[c:18]([CH3:27])[cH:19][c:20]([O:23][CH:24]([F:25])[F:26])[cH:21][cH:22]2)=[O:28])[CH2:7][c:8]2[cH:9][cH:10][cH:11][cH:12][c:13]2[CH2:14]1. The reactants are BrC1=CC=C(C(=C1)COC1=CC=CC=C1)C(=O)[O-] (5-bromo-α-phenoxy-o-toluate), [OH-].[Na+] (sodium hydroxide), O (water). The solvent is CO (methanol). Product: BrC1=CC=C(C(=C1)COC1=CC=CC=C1)C(=O)O (5-Bromo-α-phenoxy-o-toluic Acid). Yield: 94.3%. RXN SMILES: [Br:1][C:2]1[CH:7]=[C:6]([CH2:8][O:9][C:10]2[CH:15]=[CH:14][CH:13]=[CH:12][CH:11]=2)[C:5]([C:16]([O-:18])=[O:17])=[CH:4][CH:3]=1.[OH-].[Na+].O>CO>[Br:1][C:2]1[CH:7]=[C:6]([CH2:8][O:9][C:10]2[CH:15]=[CH:14][CH:13]=[CH:12][CH:11]=2)[C:5]([C:16]([OH:18])=[O:17])=[CH:4][CH:3]=1 |f:1.2|. Procedure: Add 13.33 gm. (0.0415 mole) of 5-bromo-α-phenoxy-o-toluate to a solution of 3.32 gm. (0.0830 mole) of sodium hydroxide in 23 ml. of water and 200 ml. of methanol and heat at reflux for 1 hour. Remove the methanol under vacuum. Dissolve the residue in 200 ml. of water and acidify with concentrated hydrochloric acid to the Congo Red end point. Remove the solids by filtration and dry to obtain the title product (yield 12.02 gm. m.p. 160°-163° C.). RXN SMILES: [Br:24][c:25]1[n:26][cH:27][c:28]([C:31]([F:32])([F:33])[F:34])[cH:29][cH:30]1.[CH2:1]([CH3:2])[O:3][C:4](=[O:5])[c:6]1[nH:7][c:8]2[cH:9][cH:10][c:11]([B:15]3[O:16][C:17]([CH3:18])([CH3:19])[C:20]([CH3:21])([CH3:22])[O:23]3)[cH:12][c:13]2[cH:14]1.[CH3:127][c:128]1[cH:129][cH:130][cH:131][cH:132][cH:133]1.[CH3:41][CH2:42][OH:43].[CH3:44][CH2:45][O:46][C:47]([CH3:48])=[O:49].[Na+:35].[Na+:36].[O-:37][C:38](=[O:39])[O-:40].[cH:50]1[cH:51][cH:52][c:53]([P:54]([Pd:55]([P:56]([c:57]2[cH:58][cH:59][cH:60][cH:61][cH:62]2)([c:63]2[cH:64][cH:65][cH:66][cH:67][cH:68]2)[c:69]2[cH:70][cH:71][cH:72][cH:73][cH:74]2)([P:75]([c:76]2[cH:77][cH:78][cH:79][cH:80][cH:81]2)([c:82]2[cH:83][cH:84][cH:85][cH:86][cH:87]2)[c:88]2[cH:89][cH:90][cH:91][cH:92][cH:93]2)[P:94]([c:95]2[cH:96][cH:97][cH:98][cH:99][cH:100]2)([c:101]2[cH:102][cH:103][cH:104][cH:105][cH:106]2)[c:107]2[cH:108][cH:109][cH:110][cH:111][cH:112]2)([c:113]2[cH:114][cH:115][cH:116][cH:117][cH:118]2)[c:119]2[cH:120][cH:121][cH:122][cH:123][cH:124]2)[cH:125][cH:126]1>>[CH2:1]([CH3:2])[O:3][C:4](=[O:5])[c:6]1[nH:7][c:8]2[cH:9][cH:10][c:11](-[c:25]3[n:26][cH:27][c:28]([C:31]([F:32])([F:33])[F:34])[cH:29][cH:30]3)[cH:12][c:13]2[cH:14]1. Starting materials: FC(F)(F)c1ccc(Br)nc1, CCOC(=O)c1cc2cc(B3OC(C)(C)C(C)(C)O3)ccc2[nH]1, Cc1ccccc1, CCO, CCOC(C)=O, [Na+], [Na+], O=C([O-])[O-], c1ccc(P(c2ccccc2)(c2ccccc2)[Pd](P(c2ccccc2)(c2ccccc2)c2ccccc2)(P(c2ccccc2)(c2ccccc2)c2ccccc2)P(c2ccccc2)(c2ccccc2)c2ccccc2)cc1. Product: CCOC(=O)c1cc2cc(-c3ccc(C(F)(F)F)cn3)ccc2[nH]1.